Dataset: the Open Reaction Database (ORD), a public repository of structured organic reaction records. Task: describe an organic reaction: reactants, conditions, products, and yield Reactants: N1=C(C=CC=C1)C1=NOC=C1C(=O)O (3-pyridin-2-yl-isoxazole-4-carboxylic acid), CC1=C(C(=NO1)C1=NC=NC=C1)C(=O)O (5-methyl-3-pyrimidin-4-yl-isoxazole-4-carboxylic acid). Yields the product N1=C(C=CC=C1)C1=NOC=C1CO ((3-Pyridin-2-yl-isoxazol-4-yl)-methanol). Isolated yield 76.1%. As a reaction SMILES: [N:1]1[CH:6]=[CH:5][CH:4]=[CH:3][C:2]=1[C:7]1[C:11]([C:12](O)=[O:13])=[CH:10][O:9][N:8]=1.CC1ON=C(C2C=CN=CN=2)C=1C(O)=O>>[N:1]1[CH:6]=[CH:5][CH:4]=[CH:3][C:2]=1[C:7]1[C:11]([CH2:12][OH:13])=[CH:10][O:9][N:8]=1. Procedure details: As described for example 114g, 3-pyridin-2-yl-isoxazole-4-carboxylic acid (39.0 g, 200 mmol) was converted, instead of 5-methyl-3-pyrimidin-4-yl-isoxazole-4-carboxylic acid, to the title compound (26.8 g, 76%) which was obtained as a white solid. MS: m/e=177.2 [M]−. Reactants: CC(C)(C)OC(=O)N1CCC(C=O)CC1, CC(=O)O[BH-](OC(C)=O)OC(C)=O, CC(Cl)Cl, [Na+], CCNC(C)Cc1ccc2c(c1)CCO2. Yields the product CCN(CC1CCN(C(=O)OC(C)(C)C)CC1)C(C)Cc1ccc2c(c1)CCO2. Reaction SMILES: [C:16]([CH3:17])([CH3:18])([CH3:19])[O:20][C:21](=[O:22])[N:23]1[CH2:24][CH2:25][CH:26]([CH:29]=[O:30])[CH2:27][CH2:28]1.[C:31]([O:32][BH-:33]([O:34][C:35](=[O:36])[CH3:37])[O:38][C:39](=[O:40])[CH3:41])(=[O:42])[CH3:43].[Cl:45][CH:46]([Cl:47])[CH3:48].[Na+:44].[O:1]1[CH2:2][CH2:3][c:4]2[c:5]1[cH:6][cH:7][c:8]([CH2:10][CH:11]([CH3:12])[NH:13][CH2:14][CH3:15])[cH:9]2>>[O:1]1[CH2:2][CH2:3][c:4]2[c:5]1[cH:6][cH:7][c:8]([CH2:10][CH:11]([CH3:12])[N:13]([CH2:14][CH3:15])[CH2:29][CH:26]1[CH2:25][CH2:24][N:23]([C:21]([O:20][C:16]([CH3:17])([CH3:18])[CH3:19])=[O:22])[CH2:28][CH2:27]1)[cH:9]2. Reactants: FC=1C=C(C(=O)Cl)C=CC1F (3,4-difluorobenzoyl chloride), CC1(CNCC(C=2NC=3C=CC=CC3C21)C(=O)OCC)C (ethyl 1,1-dimethyl-1,2,3,4,5,6-hexahydroazepino[4,5-b]indole-5-carboxylate). Yields the product C(C)OC(=O)C1CNCCC2=C1NC=1C=CC=CC21 (1,2,3,4,5,6-Hexahydro-Azepino [4,5-b]Indole-5-Carboxylic Acid Ethyl Ester). Reaction SMILES: FC1C=C(C=CC=1F)C(Cl)=O.C[C:13]1(C)[C:26]2[C:25]3[CH:24]=[CH:23][CH:22]=[CH:21][C:20]=3[NH:19][C:18]=2[CH:17]([C:27]([O:29][CH2:30][CH3:31])=[O:28])[CH2:16][NH:15][CH2:14]1>>[CH2:30]([O:29][C:27]([CH:17]1[C:18]2[NH:19][C:20]3[CH:21]=[CH:22][CH:23]=[CH:24][C:25]=3[C:26]=2[CH2:13][CH2:14][NH:15][CH2:16]1)=[O:28])[CH3:31]. Reported procedure: In a manner similar to that described in Step B, but using 3,4-difluorobenzoyl chloride and ethyl 1,1-dimethyl-1,2,3,4,5,6-hexahydroazepino[4,5-b]indole-5-carboxylate which was prepared in a similar manner as described in Step A, the following compound was prepared: